Dataset: the Open Reaction Database (ORD), a public repository of structured organic reaction records. Task: describe an organic reaction: reactants, conditions, products, and yield Starting materials: CC=1C=C(C(=O)N)C=C(C1OCCCC#C)C (3,5-dimethyl-4-(3-ethynylpropoxy)benzamide), COC(C)(N(C)C)OC (dimethylacetamide dimethyl acetal), Cl.NO (hydroxylamine hydrochloride), ( b ). The product is CC=1C=C(C=C(C1OCCCC#C)C)C1=NC(=NO1)C (5-[3,5-Dimethyl-4-(3-ethynylpropoxy)phenyl]-3-methyl-1,2,4-oxadiazole). RXN SMILES: [CH3:1][C:2]1[CH:3]=[C:4]([CH:8]=[C:9]([CH3:17])[C:10]=1[O:11][CH2:12][CH2:13][CH2:14][C:15]#[CH:16])[C:5]([NH2:7])=[O:6].CO[C:20](OC)([N:22](C)C)[CH3:21].Cl.NO>>[CH3:1][C:2]1[CH:3]=[C:4]([C:5]2[O:6][N:22]=[C:20]([CH3:21])[N:7]=2)[CH:8]=[C:9]([CH3:17])[C:10]=1[O:11][CH2:12][CH2:13][CH2:14][C:15]#[CH:16] |f:2.3|. Procedure details: 5-[3,5-Dimethyl-4-(3-ethynylpropoxy)phenyl]-3-methyl-1,2,4-oxadiazole [XIV; Y=(CH2)3, R1 and R2 =3,5-(CH3)2, R8 =CH3 ] was prepared from 4.7 g 3,5-dimethyl-4-(3-ethynylpropoxy)benzamide, 31 ml dimethylacetamide dimethyl acetal and 1.7 g hydroxylamine hydrochloride according to the procedure of Example 2, part (b), and was obtained (4.4 g) in the form of a viscous oil used directly in the next reaction. A sample when crystallized from isopropyl acetate/hexane had the m.p. 38°-40° C. Starting materials: C1=CC=CC=C1 (benzene), C(=O)([O-])[O-].[Na+].[Na+] (Na2CO3), CSC1=C(C=CC=C1)B(O)O (2-methylthiophenylboronic acid), BrC1=CC(=C(N)C=C1)F (4-bromo-2-fluoro aniline). The reagents and catalysts are C1=CC=C(C=C1)P(C2=CC=CC=C2)C3=CC=CC=C3.C1=CC=C(C=C1)P(C2=CC=CC=C2)C3=CC=CC=C3.Cl[Pd]Cl (Bis(triphenylphosphine)palladium (II) chloride), [Br-].C(CCC)[N+](CCCC)(CCCC)CCCC (tetra n-butyl ammonium bromide). Run in CCOC(=O)C (EtOAc), O (H2O). The product is FC1=C(C(=CC=C1)C1=C(C=CC=C1)SC)N (3-fluoro-2′-methylthio-[1,1′]-biphenylamine). Isolated yield 80.4%. As a reaction SMILES: C1C=CC=CC=1.[CH3:7][S:8][C:9]1[CH:14]=[CH:13][CH:12]=[CH:11][C:10]=1B(O)O.Br[C:19]1[CH:25]=[CH:24][C:22]([NH2:23])=[C:21]([F:26])[CH:20]=1.C([O-])([O-])=O.[Na+].[Na+]>[Br-].C([N+](CCCC)(CCCC)CCCC)CCC.CCOC(C)=O.O.C1C=CC(P(C2C=CC=CC=2)C2C=CC=CC=2)=CC=1.C1C=CC(P(C2C=CC=CC=2)C2C=CC=CC=2)=CC=1.Cl[Pd]Cl>[F:26][C:21]1[CH:20]=[CH:19][CH:25]=[C:24]([C:10]2[CH:11]=[CH:12][CH:13]=[CH:14][C:9]=2[S:8][CH3:7])[C:22]=1[NH2:23] |f:3.4.5,6.7,10.11.12|. Procedure details: A benzene solution (100 mL) of 2-methylthiophenylboronic acid (2.07 g, 12.3 mmol); 4-bromo-2-fluoro aniline (1.06 g, 5.6 mmol); aq. Na2CO3 (12.5 mL, 2 M, 25 mmol); and tetra n-butyl ammonium bromide (90 mg, 0.3 mmol) was purged with vacuum and Ar. Bis(triphenylphosphine)palladium (II) chloride (195 mg, 0.3 mmol) was added, and the reaction was refluxed 10 h. After cooling, the reaction was diluted with EtOAc and H2O, the layers were separated, the organic was dried over Na2SO4, filtered, and eva... Reactants: C(C)(C)(C)OC(=O)N1CCC(CC1)N(S(=O)(=O)C1=CC=C(C=C1)OC)CC (4-[ethyl-(4-methoxy-benzenesulfonyl)-amino]-piperidine-1-carboxylic acid tert-butyl ester), C(=O)(C(F)(F)F)O (TFA). Solvent: C(Cl)Cl (CH2Cl2). Reaction conditions: temperature 0 celsius, time 0.5 hour. The product is C(C)N(S(=O)(=O)C1=CC=C(C=C1)OC)C1CCNCC1 (N-Ethyl-4-methoxy-N-piperidin-4-yl-benzenesulfonamide). Reaction SMILES: C(OC([N:8]1[CH2:13][CH2:12][CH:11]([N:14]([CH2:26][CH3:27])[S:15]([C:18]2[CH:23]=[CH:22][C:21]([O:24][CH3:25])=[CH:20][CH:19]=2)(=[O:17])=[O:16])[CH2:10][CH2:9]1)=O)(C)(C)C.C(O)(C(F)(F)F)=O>C(Cl)Cl>[CH2:26]([N:14]([CH:11]1[CH2:12][CH2:13][NH:8][CH2:9][CH2:10]1)[S:15]([C:18]1[CH:19]=[CH:20][C:21]([O:24][CH3:25])=[CH:22][CH:23]=1)(=[O:16])=[O:17])[CH3:27]. Procedure: A solution of 4-[ethyl-(4-methoxy-benzenesulfonyl)-amino]-piperidine-1-carboxylic acid tert-butyl ester (11.1 g, 28 mmol) in CH2Cl2 (50 mL) is cooled at 0° C. and TFA (40 mL) is added. The mixture is stirred at 0° C. for 0.5 h and then evaporated. The residue is dissolved in CH2Cl2 (50 mL) and 1 M aq. NaOH (50 mL) is added. The mixture is stirred for 15 h at r.t., then the phases are separated and the aq. phase is extracted with CH2Cl2 (4×30 mL). The combined org. phases are washed with 1 M aq. ... The reactants are ClCCl, COCC1CN(c2ccc3cc(OCCSC)ccc3c2)C(=O)O1, O=C(OO)c1cccc(Cl)c1. Product: COCC1CN(c2ccc3cc(OCCS(C)=O)ccc3c2)C(=O)O1. RXN SMILES: [CH2:36]([Cl:37])[Cl:38].[CH3:12][O:13][CH2:14][CH:15]1[CH2:16][N:17]([c:21]2[cH:22][c:23]3[cH:24][cH:25][c:26]([O:31][CH2:32][CH2:33][S:34][CH3:35])[cH:27][c:28]3[cH:29][cH:30]2)[C:18](=[O:20])[O:19]1.[Cl:1][c:2]1[cH:3][cH:4][cH:5][c:6]([C:7]([O:8][OH:10])=[O:9])[cH:11]1>>[O:9]=[S:34]([CH2:33][CH2:32][O:31][c:26]1[cH:25][cH:24][c:23]2[cH:22][c:21]([N:17]3[CH2:16][CH:15]([CH2:14][O:13][CH3:12])[O:19][C:18]3=[O:20])[cH:30][cH:29][c:28]2[cH:27]1)[CH3:35]. Reactants: CC(C)CC(C(=O)Nc1ccn(CC2COC(C)(C)O2)n1)N1CC(Oc2ccccc2Cl)=CC1=O, CC(C)O, Cl, O. Product: CC(C)CC(C(=O)Nc1ccn(CC(O)CO)n1)N1CC(Oc2ccccc2Cl)=CC1=O. RXN SMILES: [CH3:1][C:2]1([CH3:35])[O:3][CH2:4][CH:5]([CH2:7][n:8]2[n:9][c:10]([NH:13][C:14]([CH:15]([CH2:16][CH:17]([CH3:18])[CH3:19])[N:20]3[C:21](=[O:33])[CH:22]=[C:23]([O:25][c:26]4[c:27]([Cl:32])[cH:28][cH:29][cH:30][cH:31]4)[CH2:24]3)=[O:34])[cH:11][cH:12]2)[O:6]1.[CH3:38][CH:39]([OH:40])[CH3:41].[ClH:36].[OH2:37]>>[OH:3][CH2:4][CH:5]([OH:6])[CH2:7][n:8]1[n:9][c:10]([NH:13][C:14]([CH:15]([CH2:16][CH:17]([CH3:18])[CH3:19])[N:20]2[C:21](=[O:33])[CH:22]=[C:23]([O:25][c:26]3[c:27]([Cl:32])[cH:28][cH:29][cH:30][cH:31]3)[CH2:24]2)=[O:34])[cH:11][cH:12]1. The yield is 68.5%. Run in O (water). Reaction conditions: temperature 150 celsius, time 24 hour. Reported procedure: 10 g of 2-bromofluorene, 2 equivalents of methane sulfonic acid and 100 g of phenol were placed into a 500 ml round-bottom flask, followed by stirring at 150° C. for 24 hours. The reaction solution was cooled and then mixed with water to filter solids. The solids were then recrystallized in toluene, to yield 12 g of (2-bromo-9,9-di(4-hydroxyphenyl)fluorene) (5). Product: BrC1=CC=2C(C3=CC=CC=C3C2C=C1)(C1=CC=C(C=C1)O)C1=CC=C(C=C1)O (2-bromo-9,9-di(4-hydroxyphenyl)fluorene). Starting materials: BrC1=CC=2CC3=CC=CC=C3C2C=C1 (2-bromofluorene), CS(=O)(=O)O (methane sulfonic acid), C1(=CC=CC=C1)O (phenol). As a reaction SMILES: [Br:1][C:2]1[CH:14]=[CH:13][C:12]2[C:11]3[C:6](=[CH:7][CH:8]=[CH:9][CH:10]=3)[CH2:5][C:4]=2[CH:3]=1.CS(O)(=O)=O.[C:20]1([OH:26])[CH:25]=[CH:24][CH:23]=[CH:22][CH:21]=1>O>[Br:1][C:2]1[CH:14]=[CH:13][C:12]2[C:11]3[C:6](=[CH:7][CH:8]=[CH:9][CH:10]=3)[C:5]([C:23]3[CH:24]=[CH:25][C:20]([OH:26])=[CH:21][CH:22]=3)([C:23]3[CH:24]=[CH:25][C:20]([OH:26])=[CH:21][CH:22]=3)[C:4]=2[CH:3]=1. Reactants: BrCC(=O)C=1C=NN(C1C)C1=CC=CC=C1 (2-bromo-1-(5-methyl-1-phenyl-1H-pyrazol-4-yl)-ethanone), COC(C1=CC(=C(C=C1)C)N)=O (3-amino-4-methyl benzoic acid methyl ester). Solvent: CCO (EtOH). Product: COC(C1=CC(=C(C=C1)C)NCC(=O)C=1C=NN(C1C)C1=CC=CC=C1)=O (4-methyl-3-[2-(5-methyl-1-phenyl-1H-pyrazol-4-yl)-2-oxo-ethylamino]-benzoic acid methyl ester). Yield: 52.0%. As a reaction SMILES: Br[CH2:2][C:3]([C:5]1[CH:6]=[N:7][N:8]([C:11]2[CH:16]=[CH:15][CH:14]=[CH:13][CH:12]=2)[C:9]=1[CH3:10])=[O:4].[CH3:17][O:18][C:19](=[O:28])[C:20]1[CH:25]=[CH:24][C:23]([CH3:26])=[C:22]([NH2:27])[CH:21]=1>CCO>[CH3:17][O:18][C:19](=[O:28])[C:20]1[CH:25]=[CH:24][C:23]([CH3:26])=[C:22]([NH:27][CH2:2][C:3]([C:5]2[CH:6]=[N:7][N:8]([C:11]3[CH:16]=[CH:15][CH:14]=[CH:13][CH:12]=3)[C:9]=2[CH3:10])=[O:4])[CH:21]=1. Reported procedure: A solution of 2-bromo-1-(5-methyl-1-phenyl-1H-pyrazol-4-yl)-ethanone (829 mg, 2.97 mmol) and 3-amino-4-methyl benzoic acid methyl ester in 6 mL of EtOH was stirred at 75° C. for 6 h. The mixture was cooled, and the resulting precipitate was filtered and washed with cold EtOH to provide 564 mg (1.55 mmol, 52%) of 4-methyl-3-[2-(5-methyl-1-phenyl-1H-pyrazol-4-yl)-2-oxo-ethylamino]-benzoic acid methyl ester as a white powder. Starting materials: CCN(C(C)C)C(C)C (DIEA), N[C@H]1[C@@H](CCCC1)O ((1R,2R)-2-aminocyclohexanol), BrC=1SC2=C(N1)C=CC(=C2)CO ((2-bromobenzo[d]thiazol-6-yl)methanol). Solvent: CC(=O)N(C)C (DMA). Run at temperature 120 celsius, time 8 hour. Product: OCC1=CC2=C(N=C(S2)N[C@H]2[C@@H](CCCC2)O)C=C1 ((1R,2R)-2-((6-(hydroxymethyl)benzo[d]thiazol-2-yl)amino)cyclohexanol). Yield: 99.9%. Reaction SMILES: Br[C:2]1[S:3][C:4]2[CH:10]=[C:9]([CH2:11][OH:12])[CH:8]=[CH:7][C:5]=2[N:6]=1.CCN(C(C)C)C(C)C.[NH2:22][C@@H:23]1[CH2:28][CH2:27][CH2:26][CH2:25][C@H:24]1[OH:29]>CC(N(C)C)=O>[OH:12][CH2:11][C:9]1[CH:8]=[CH:7][C:5]2[N:6]=[C:2]([NH:22][C@@H:23]3[CH2:28][CH2:27][CH2:26][CH2:25][C@H:24]3[OH:29])[S:3][C:4]=2[CH:10]=1. Procedure: To a suspension of (2-bromobenzo[d]thiazol-6-yl)methanol (400 mg, 1.6 mmol) from Step 2 of Example 2 in DMA (6 mL) were added DIEA (258 mg, 2.0 mmol) and (1R,2R)-2-aminocyclohexanol (226 mg, 2.0 mmol) at rt. The reaction mixture was stirred in a sealed tube at 120° C. overnight. After cooling to rt, the mixture was concentrated under reduced pressure to give crude (1R,2R)-2-((6-(hydroxymethyl)benzo[d]thiazol-2-yl)amino)cyclohexanol as a brown oil (445 mg, 100%), which was used for the next step ... Starting materials: OCC1COCCN1Cc1ccccc1, CI, [H-], [Na+], C1CCOC1, O. The product is COCC1COCCN1Cc1ccccc1. As a reaction SMILES: [CH2:1]([c:2]1[cH:3][cH:4][cH:5][cH:6][cH:7]1)[N:8]1[CH:9]([CH2:14][OH:15])[CH2:10][O:11][CH2:12][CH2:13]1.[CH3:18][I:19].[H-:16].[Na+:17].[O:21]1[CH2:22][CH2:23][CH2:24][CH2:25]1.[OH2:20]>>[CH2:1]([c:2]1[cH:3][cH:4][cH:5][cH:6][cH:7]1)[N:8]1[CH:9]([CH2:14][O:15][CH3:18])[CH2:10][O:11][CH2:12][CH2:13]1.